From a dataset of the Open Reaction Database (ORD), a public repository of structured organic reaction records. describe an organic reaction: reactants, conditions, products, and yield The reactants are ice water, Cl (hydrochloric acid), C(CCC)N=C=O (n-Butyl isocyanate), CS(=O)C1=C(C=CC=C1)S(=O)(=O)N (2-(methylsulfinyl)benzenesulfonamide), C([O-])([O-])=O.[K+].[K+] (potassium carbonate). Run in C(C)#N (acetonitrile). Conditions: temperature 0 celsius, time 4 hour. Yields the product C(CCC)NC(=O)NS(=O)(=O)C1=C(C=CC=C1)S(=O)C (N-(n-Butylamino)carbonyl-2-methylsulfinylbenzenesulfonamide). Isolated yield 87.2%. RXN SMILES: [CH2:1]([N:5]=[C:6]=[O:7])[CH2:2][CH2:3][CH3:4].[CH3:8][S:9]([C:11]1[CH:16]=[CH:15][CH:14]=[CH:13][C:12]=1[S:17]([NH2:20])(=[O:19])=[O:18])=[O:10].C(=O)([O-])[O-].[K+].[K+].Cl>C(#N)C>[CH2:1]([NH:5][C:6]([NH:20][S:17]([C:12]1[CH:13]=[CH:14][CH:15]=[CH:16][C:11]=1[S:9]([CH3:8])=[O:10])(=[O:19])=[O:18])=[O:7])[CH2:2][CH2:3][CH3:4] |f:2.3.4|. Reported procedure: 10.2 g of n-Butyl isocyanate (0.10 mol) were added dropwise at 25° C. to a suspension of 20.1 g of 2-(methylsulfinyl)benzenesulfonamide (0.09 mol) in 250 ml of acetonitrile. 13.9 g of potassium carbonate (0.10 mol) were added, after which the refluxing mixture was stirred for 4 hours. After cooling to 0° C., the mixture was poured onto 400 ml ice/water, brought to a pH of 1 by adding concentrated hydrochloric acid and extracted with methylene chloride. The organic extracts were washed neutral wi...